The task is: describe an organic reaction: reactants, conditions, products, and yield. This data is from the Open Reaction Database (ORD), a public repository of structured organic reaction records. The reactants are ice water, COC1=CC=C2C(=CNC2=C1)C#N (6-methoxy-1H-indole-3-carbonitrile), C([O-])([O-])=O.[Cs+].[Cs+] (cesium carbonate), C1(CCC1)Br (cyclobutylbromide). The solvent is CN(C)C=O (DMF). Conditions: temperature 90 celsius, time 8 hour. The product is C1(CCC1)N1C=C(C2=CC=C(C=C12)OC)C#N (1-cyclobutyl-6-methoxy-1H-indole-3-carbonitrile). The yield is 96.2%. Reaction SMILES: [CH3:1][O:2][C:3]1[CH:11]=[C:10]2[C:6]([C:7]([C:12]#[N:13])=[CH:8][NH:9]2)=[CH:5][CH:4]=1.C(=O)([O-])[O-].[Cs+].[Cs+].[CH:20]1(Br)[CH2:23][CH2:22][CH2:21]1>CN(C=O)C>[CH:20]1([N:9]2[C:10]3[C:6](=[CH:5][CH:4]=[C:3]([O:2][CH3:1])[CH:11]=3)[C:7]([C:12]#[N:13])=[CH:8]2)[CH2:23][CH2:22][CH2:21]1 |f:1.2.3|. Procedure details: To 6-methoxy-1H-indole-3-carbonitrile (98.2 g, 0.57 mol) was added cesium carbonate (430 g, 1.32 mol), DMF (165 mL) and cyclobutylbromide (96%, 67.5 mL, 0.69 mol). The mixture was heated to 90° C. and stirred overnight. The mixture was cooled to 37° C. and poured into ice water (500 mL), washing in with water. After stirring for 1 hour the precipitate was collected on a filter and dried under a stream of nitrogen to give 1-cyclobutyl-6-methoxy-1H-indole-3-carbonitrile as a tan solid (124.1 g, 96... Reactants: COc1ccc(Cn2nc(I)c3c(Oc4cc(Cl)c([N+](=O)[O-])cc4C)ccnc32)cc1, CCO, O, O, Cl[Sn]Cl. Product: COc1ccc(Cn2nc(I)c3c(Oc4cc(Cl)c(N)cc4C)ccnc32)cc1. Reaction SMILES: [CH3:1][O:2][c:3]1[cH:4][cH:5][c:6]([CH2:7][n:8]2[n:9][c:10]([I:29])[c:11]3[c:12]2[n:13][cH:14][cH:15][c:16]3[O:17][c:18]2[c:19]([CH3:28])[cH:20][c:21]([N+:25]([O-:26])=[O:27])[c:22]([Cl:24])[cH:23]2)[cH:30][cH:31]1.[CH3:37][CH2:38][OH:39].[OH2:32].[OH2:33].[Sn:34]([Cl:35])[Cl:36]>>[CH3:1][O:2][c:3]1[cH:4][cH:5][c:6]([CH2:7][n:8]2[n:9][c:10]([I:29])[c:11]3[c:12]2[n:13][cH:14][cH:15][c:16]3[O:17][c:18]2[c:19]([CH3:28])[cH:20][c:21]([NH2:25])[c:22]([Cl:24])[cH:23]2)[cH:30][cH:31]1. Reactants: COC(=O)c1c(C)cccc1COc1cccc(O)c1, ClCc1coc(-c2ccccc2)n1, [K+], [K+], O=C([O-])[O-], CN(C)C=O. Yields the product COC(=O)c1c(C)cccc1COc1cccc(OCc2coc(-c3ccccc3)n2)c1. As a reaction SMILES: [CH3:14][c:15]1[c:16]([C:17](=[O:18])[O:19][CH3:20])[c:21]([CH2:25][O:26][c:27]2[cH:28][c:29]([OH:33])[cH:30][cH:31][cH:32]2)[cH:22][cH:23][cH:24]1.[Cl:1][CH2:2][c:3]1[n:4][c:5](-[c:8]2[cH:9][cH:10][cH:11][cH:12][cH:13]2)[o:6][cH:7]1.[K+:34].[K+:35].[O-:36][C:37]([O-:38])=[O:39].[O:40]=[CH:41][N:42]([CH3:43])[CH3:44]>>[CH2:2]([c:3]1[n:4][c:5](-[c:8]2[cH:9][cH:10][cH:11][cH:12][cH:13]2)[o:6][cH:7]1)[O:33][c:29]1[cH:28][c:27]([O:26][CH2:25][c:21]2[c:16]([C:17](=[O:18])[O:19][CH3:20])[c:15]([CH3:14])[cH:24][cH:23][cH:22]2)[cH:32][cH:31][cH:30]1. The reactants are COCCOC, COC(=O)C1=Cc2cc(-c3ccc(Cl)s3)ccc2S(=O)(=O)CC1, Cl. Product: O=C(O)C1=Cc2cc(-c3ccc(Cl)s3)ccc2S(=O)(=O)CC1. RXN SMILES: [CH3:25][O:26][CH2:27][CH2:28][O:29][CH3:30].[Cl:1][c:2]1[cH:3][cH:4][c:5](-[c:7]2[cH:8][cH:9][c:10]3[c:11]([cH:23]2)[CH:12]=[C:13]([C:19](=[O:20])[O:21][CH3:22])[CH2:14][CH2:15][S:16]3(=[O:17])=[O:18])[s:6]1.[ClH:24]>>[Cl:1][c:2]1[cH:3][cH:4][c:5](-[c:7]2[cH:8][cH:9][c:10]3[c:11]([cH:23]2)[CH:12]=[C:13]([C:19](=[O:20])[OH:21])[CH2:14][CH2:15][S:16]3(=[O:17])=[O:18])[s:6]1. Starting materials: CC#N, ICC1CCC2(CC1)OCCO2, c1ccc(P(c2ccccc2)c2ccccc2)cc1. The product is c1ccc([P+](CC2CCC3(CC2)OCCO3)(c2ccccc2)c2ccccc2)cc1, [I-]. Reaction SMILES: [CH3:32][C:33]#[N:34].[I:1][CH2:2][CH:3]1[CH2:4][CH2:5][C:6]2([O:7][CH2:8][CH2:9][O:10]2)[CH2:11][CH2:12]1.[c:13]1([P:19]([c:20]2[cH:21][cH:22][cH:23][cH:24][cH:25]2)[c:26]2[cH:27][cH:28][cH:29][cH:30][cH:31]2)[cH:14][cH:15][cH:16][cH:17][cH:18]1>>[CH2:2]([CH:3]1[CH2:4][CH2:5][C:6]2([O:7][CH2:8][CH2:9][O:10]2)[CH2:11][CH2:12]1)[P+:19]([c:13]1[cH:14][cH:15][cH:16][cH:17][cH:18]1)([c:20]1[cH:21][cH:22][cH:23][cH:24][cH:25]1)[c:26]1[cH:27][cH:28][cH:29][cH:30][cH:31]1.[I-:1].